Dataset: the Open Reaction Database (ORD), a public repository of structured organic reaction records. Task: describe an organic reaction: reactants, conditions, products, and yield Reactants: C(C(C)(C)C)(=O)O.C=S1C(C(N2C(C(C12)=O)=O)C(=O)O)(C)C (methylene-6,7-dioxo-3,3-dimethyl-4-thia-1-azabicyclo[3.2.0]heptane-2-carboxylate pivalate), C(#N)C=P(C1=CC=CC=C1)(C1=CC=CC=C1)C1=CC=CC=C1 (cyanomethylenetriphenylphosphorane). Solvent: C1=CC=CC=C1 (benzene). Run at time 10 minute. Product: C(C(C)(C)C)(=O)O.C=S1C([C@@H](N2C(/C(/[C@@H]12)=C/C#N)=O)C(=O)O)(C)C (methylene-(2S,5R)-6-[(Z)-cyanomethylene]-3,3-dimethyl-7-oxo-4-thia-1-azabicyclo[3.2.0]heptane-2-carboxylate pivalate), C(C(C)(C)C)(=O)O.C=S1C([C@@H](N2C(\C(\[C@@H]12)=C/C#N)=O)C(=O)O)(C)C (methylene-(2S,5R)-6-[(E)-cyanomethylene]-3,3-dimethyl-7-oxo-4-thia-1-azabicyclo[3.2.0]heptane-2-carboxylate pivalate). Reaction SMILES: [C:1]([OH:7])(=[O:6])[C:2]([CH3:5])([CH3:4])[CH3:3].[CH2:8]=[S:9]1[CH:15]2[N:12]([C:13](=[O:17])[C:14]2=O)[CH:11]([C:18]([OH:20])=[O:19])[C:10]1([CH3:22])[CH3:21].[C:23]([CH:25]=P(C1C=CC=CC=1)(C1C=CC=CC=1)C1C=CC=CC=1)#[N:24]>C1C=CC=CC=1>[C:1]([OH:7])(=[O:6])[C:2]([CH3:5])([CH3:4])[CH3:3].[CH2:8]=[S:9]1[C@H:15]2[N:12]([C:13](=[O:17])/[C:14]/2=[CH:25]/[C:23]#[N:24])[C@@H:11]([C:18]([OH:20])=[O:19])[C:10]1([CH3:22])[CH3:21].[C:1]([OH:7])(=[O:6])[C:2]([CH3:5])([CH3:4])[CH3:3].[CH2:8]=[S:9]1[C@H:15]2[N:12]([C:13](=[O:17])/[C:14]/2=[CH:25]\[C:23]#[N:24])[C@@H:11]([C:18]([OH:20])=[O:19])[C:10]1([CH3:22])[CH3:21] |f:0.1,4.5,6.7|. Procedure details: A solution of 3.2 g of methylene-6,7-dioxo-3,3-dimethyl-4-thia-1-azabicyclo[3.2.0]heptane-2-carboxylate pivalate in 150 ml of benzene is treated at room temperature with 5 g of cyanomethylenetriphenylphosphorane. After 10 minutes, the reaction mixture is evaporated. The residue is chromatographed on silica gel with cyclohexane/ethyl acetate (7:3). There are obtained methylene-(2S,5R)-6-[(Z)-cyanomethylene]-3,3-dimethyl-7-oxo-4-thia-1-azabicyclo[3.2.0]heptane-2-carboxylate pivalate as a reddish o... The reactants are NCC1=CC=C(CN2CCC3(C(=NC(N3CCCC(=O)OC)=O)NC3CCCCC3)CC2)C=C1 (Methyl 4-[8-[4-(aminomethyl)benzyl]-4-(cyclohexylamino)-2-oxo-1,3,8-triazaspiro[4.5]dec-3-en-1-yl]butanoate), [Li+].[OH-] (LiOH), Cl (HCl). Solvent: CO (methanol), C1CCOC1 (THF). Run at time 3 hour. Yields the product NCC1=CC=C(CN2CCC3(C(=NC(N3CCCC(=O)O)=O)NC3CCCCC3)CC2)C=C1 (4-[8-[4-(aminomethyl)benzyl]-4-(cyclohexylamino)-2-oxo-1,3,8-triazaspiro[4.5]dec-3-en-1-yl]butanoic acid). Reaction SMILES: [NH2:1][CH2:2][C:3]1[CH:34]=[CH:33][C:6]([CH2:7][N:8]2[CH2:32][CH2:31][C:11]3([N:15]([CH2:16][CH2:17][CH2:18][C:19]([O:21]C)=[O:20])[C:14](=[O:23])[N:13]=[C:12]3[NH:24][CH:25]3[CH2:30][CH2:29][CH2:28][CH2:27][CH2:26]3)[CH2:10][CH2:9]2)=[CH:5][CH:4]=1.[Li+].[OH-].Cl>CO.C1COCC1>[NH2:1][CH2:2][C:3]1[CH:4]=[CH:5][C:6]([CH2:7][N:8]2[CH2:9][CH2:10][C:11]3([N:15]([CH2:16][CH2:17][CH2:18][C:19]([OH:21])=[O:20])[C:14](=[O:23])[N:13]=[C:12]3[NH:24][CH:25]3[CH2:26][CH2:27][CH2:28][CH2:29][CH2:30]3)[CH2:31][CH2:32]2)=[CH:33][CH:34]=1 |f:1.2|. Procedure details: Methyl 4-[8-[4-(aminomethyl)benzyl]-4-(cyclohexylamino)-2-oxo-1,3,8-triazaspiro[4.5]dec-3-en-1-yl]butanoate (265 mg, 0.56 mmol) was dissolved in a 1:1 solution of methanol and THF, and 1N LiOH (1.7 mL, 1.7 mmol) was added to the resulting solution at room temperature. After 3 h, the reaction reached complete conversion, and the resulting solution was neutralized with 1N HCl (1.7 mL, 1.7 mmol) and concentrated in vacuo to give a white solid. LRMS (M+1)=455.3. The reactants are C1(=CC=CC=C1)C=1C(=NC2=CC=CN=C2C1)C(C)N (1-(3-Phenyl-1,5-naphthyridin-2-yl)ethanamine), NC12N=CN=C(C2=NC=N1)Cl (4-amino-6-chloropurine), CCN(C(C)C)C(C)C (hunig's base). The solvent is CCCCO (n-BuOH). Product: C1(=CC=CC=C1)C=1C(=NC2=CC=CN=C2C1)C(C)NC1=C2N=CNC2=NC=N1 (N-(1-(3-Phenyl-1,5-naphthyridin-2-yl)ethyl)-9H-purin-6-amine). Isolated yield 81.0%. As a reaction SMILES: [C:1]1([C:7]2[C:8]([CH:17]([NH2:19])[CH3:18])=[N:9][C:10]3[C:15]([CH:16]=2)=[N:14][CH:13]=[CH:12][CH:11]=3)[CH:6]=[CH:5][CH:4]=[CH:3][CH:2]=1.N[C:21]12[N:29]=[CH:28][N:27]=[C:26]1[C:25](Cl)=[N:24][CH:23]=[N:22]2.CCN(C(C)C)C(C)C>CCCCO>[C:1]1([C:7]2[C:8]([CH:17]([NH:19][C:25]3[N:24]=[CH:23][N:22]=[C:21]4[C:26]=3[N:27]=[CH:28][NH:29]4)[CH3:18])=[N:9][C:10]3[C:15]([CH:16]=2)=[N:14][CH:13]=[CH:12][CH:11]=3)[CH:2]=[CH:3][CH:4]=[CH:5][CH:6]=1. Procedure details: 1-(3-Phenyl-1,5-naphthyridin-2-yl)ethanamine (46 mg, 0.19 mmol), 4-amino-6-chloropurine (28.5 mg, 1.0 eq) and hunig's base (39 μL, 1.2 eq) in n-BuOH (2 mL) was heated to 130° C. overnight. The mixture was cooled to rt, concentrated, and purified by reverse phase HPLC (MeCN/H2O/0.1% TFA, 10% to 60%) to give a white powder (50 mg) as TFA salt. 1H NMR (400 MHz, CD3OD) δ ppm 9.05 (1H, d, J=4.0 Hz), 8.65 (1H, d, J=8.0 Hz), 8.50-8.47 (2H, m), 8.29 (1H, s), 7.90 (1H, dd, J=8.0, 4.0 Hz), 7.62-7.47 (5H, ... Reactants: O (water), COC(CC1=NC(=C(C(=N1)Cl)Cl)OC)=O ((4,5-dichloro-6-methoxypyrimidin-2-yl)acetic acid methyl ester), N1CCOCC1 (morpholine), C(C)(=O)OCC (ethyl acetate). Product: COC(CC1=NC(=C(C(=N1)OC)Cl)N1CCOCC1)=O ((5-chloro-4-methoxy-6-morpholin-4-ylpyrimidin-2-yl)acetic acid methyl ester). RXN SMILES: [CH3:1][O:2][C:3](=[O:15])[CH2:4][C:5]1[N:10]=[C:9](Cl)[C:8]([Cl:12])=[C:7]([O:13][CH3:14])[N:6]=1.O.C(OCC)(=O)C.[NH:23]1[CH2:28][CH2:27][O:26][CH2:25][CH2:24]1>>[CH3:1][O:2][C:3](=[O:15])[CH2:4][C:5]1[N:6]=[C:7]([O:13][CH3:14])[C:8]([Cl:12])=[C:9]([N:23]2[CH2:28][CH2:27][O:26][CH2:25][CH2:24]2)[N:10]=1. Procedure details: A solution of 4.08 g of (4,5-dichloro-6-methoxypyrimidin-2-yl)acetic acid methyl ester in 35 ml of morpholine is stirred at ambient temperature for one and a half hours. The reaction medium is concentrated under reduced pressure. The residue obtained is taken up with 50 ml of water and 200 ml of ethyl acetate. After settling out, the organic phase is dried over magnesium sulfate, filtered, and then concentrated under reduced pressure so as to give 4.61 g of (5-chloro-4-methoxy-6-morpholin-4-ylpy... Reactants: Cl (HCl), ice, [Al+3].[Cl-].[Cl-].[Cl-] (AlCl3), C(CCC)C12CC3=CC(=CC=C3C2=C(C(CC1)=O)C1=CC=C(C=C1)OCCN1CCCCC1)OC (9a-butyl-7-methoxy-4-{4-[2-(1-piperidinyl)-ethoxy]phenyl}-1,2,9,9a-tetrahydro-3H-fluoren-3-one), CCS (EtSH), C(=O)(O)[O-].[Na+] (NaHCO3). The solvent is O1CCCC1 (tetrahydrofuran), CCOC(=O)C (EtOAc), O (water), C(Cl)Cl (CH2Cl2). Conditions: temperature 0 celsius, time 3 minute. The product is C(CCC)C12CC3=CC(=CC=C3C2=C(C(CC1)=O)C1=CC=C(C=C1)OCCN1CCCCC1)O (9a-butyl-7-hydroxy-4-{4-[2-(1-piperidinyl)ethoxy]phenyl}-1,2,9,9a-tetrahydro-3H-fluoren-3-one). Reaction SMILES: [CH2:1]([C:5]12[CH2:17][CH2:16][C:15](=[O:18])[C:14]([C:19]3[CH:24]=[CH:23][C:22]([O:25][CH2:26][CH2:27][N:28]4[CH2:33][CH2:32][CH2:31][CH2:30][CH2:29]4)=[CH:21][CH:20]=3)=[C:13]1[C:12]1[C:7](=[CH:8][C:9]([O:34]C)=[CH:10][CH:11]=1)[CH2:6]2)[CH2:2][CH2:3][CH3:4].CCS.[Al+3].[Cl-].[Cl-].[Cl-].Cl.C([O-])(O)=O.[Na+]>C(Cl)Cl.CCOC(C)=O.O.O1CCCC1>[CH2:1]([C:5]12[CH2:17][CH2:16][C:15](=[O:18])[C:14]([C:19]3[CH:20]=[CH:21][C:22]([O:25][CH2:26][CH2:27][N:28]4[CH2:29][CH2:30][CH2:31][CH2:32][CH2:33]4)=[CH:23][CH:24]=3)=[C:13]1[C:12]1[C:7](=[CH:8][C:9]([OH:34])=[CH:10][CH:11]=1)[CH2:6]2)[CH2:2][CH2:3][CH3:4] |f:2.3.4.5,7.8|. Procedure details: An ice-cold solution of 9a-butyl-7-methoxy-4-{4-[2-(1-piperidinyl)-ethoxy]phenyl}-1,2,9,9a-tetrahydro-3H-fluoren-3-one (85 mg, 96% weight pure, 0.172 mmol) in anhydrous CH2Cl2 (1.2 mL) was placed under a nitrogen atmosphere and treated with EtSH (0.055 mL, 0.743 mmol). The resulting solution was added by syringe to AlCl3 (115.2 mg, 0.864 mmol) contained in an ice-cold flask and kept under nitrogen. The resulting solution was stirred at 0° C. for 3 minutes, then at room temperature for 35 minutes...